From a dataset of the Open Reaction Database (ORD), a public repository of structured organic reaction records. describe an organic reaction: reactants, conditions, products, and yield The product is C12CN(CC(CC1)O2)C2=C1C(=NC(=N2)C2=CC=C(C=C2)NC(=O)NC=2C=NC(=CC2)N2CCN(CC2)C)N(N=C1)CC (1-(4-(4-(8-oxa-3-azabicyclo[3.2.1]octan-3-yl)-1-ethyl-1H-pyrazolo[3,4-d]pyrimidin-6-yl)phenyl)-3-(6-(4-methylpiperazin-1-yl)pyridin-3-yl)urea). Reactants: NC1=CC=CC=C1 (aniline), NC(=O)N (urea), C12CN(CC(CC1)O2)C2=C1C(=NC(=N2)C2=CC=C(C=C2)NC(=O)NCC)N(N=C1)C1CCN(CC1)C(=O)OCC (ethyl 4-(4-(8-oxa-3-azabicyclo[3.2.1]octan-3-yl)-6-(4-(3-ethylureido)phenyl)-1H-pyrazolo[3,4-d]pyrimidin-1-yl)piperidine-1-carboxylate), CN1CCN(CC1)C1=CC=C(C=N1)N (6-(4-methylpiperazino)-3-pyridinamine). Reaction SMILES: NC(N)=O.[CH:5]12[O:12][CH:9]([CH2:10][CH2:11]1)[CH2:8][N:7]([C:13]1[N:18]=[C:17]([C:19]3[CH:24]=[CH:23][C:22]([NH:25][C:26]([NH:28][CH2:29][CH3:30])=[O:27])=[CH:21][CH:20]=3)[N:16]=[C:15]3[N:31]([CH:34]4[CH2:39]CN(C(OCC)=O)CC4)[N:32]=[CH:33][C:14]=13)[CH2:6]2.[CH3:45][N:46]1[CH2:51][CH2:50][N:49]([C:52]2[N:57]=[CH:56]C(N)=C[CH:53]=2)[CH2:48][CH2:47]1.NC1C=CC=CC=1>>[CH:5]12[O:12][CH:9]([CH2:10][CH2:11]1)[CH2:8][N:7]([C:13]1[N:18]=[C:17]([C:19]3[CH:20]=[CH:21][C:22]([NH:25][C:26]([NH:28][C:29]4[CH:56]=[N:57][C:52]([N:49]5[CH2:48][CH2:47][N:46]([CH3:45])[CH2:51][CH2:50]5)=[CH:53][CH:30]=4)=[O:27])=[CH:23][CH:24]=3)[N:16]=[C:15]3[N:31]([CH2:34][CH3:39])[N:32]=[CH:33][C:14]=13)[CH2:6]2. Procedure: A urea formation procedure similar to that used for the synthesis of ethyl 4-(4-(8-oxa-3-azabicyclo[3.2.1]octan-3-yl)-6-(4-(3-ethylureido)phenyl)-1H-pyrazolo[3,4-d]pyrimidin-1-yl)piperidine-1-carboxylate is used, utilizing 6-(4-methylpiperazino)-3-pyridinamine as the aniline component. (37%, MS=569.3 (M+H)) The reactants are COC1=C(C2=CC=C(C=C2C=C1)C1=CC(=CC=C1)OC)C(=O)O (2-Methoxy-6-(3-methoxyphenyl)-1-naphthoic acid), S(=O)(Cl)Cl (thionyl chloride), N1CCOCC1 (morpholine). Solvent: C1CCOC1 (THF). Run at temperature 0 celsius. Product: COC1=C(C2=CC=C(C=C2C=C1)C1=CC(=CC=C1)OC)C(=O)N1CCOCC1 ((2-Methoxy-6-(3-methoxyphenyl)naphthalene-1-yl)(morpholino)methanone). As a reaction SMILES: [CH3:1][O:2][C:3]1[CH:12]=[CH:11][C:10]2[C:5](=[CH:6][CH:7]=[C:8]([C:13]3[CH:18]=[CH:17][CH:16]=[C:15]([O:19][CH3:20])[CH:14]=3)[CH:9]=2)[C:4]=1[C:21]([OH:23])=O.S(Cl)(Cl)=O.[NH:28]1[CH2:33][CH2:32][O:31][CH2:30][CH2:29]1>C1COCC1>[CH3:1][O:2][C:3]1[CH:12]=[CH:11][C:10]2[C:5](=[CH:6][CH:7]=[C:8]([C:13]3[CH:18]=[CH:17][CH:16]=[C:15]([O:19][CH3:20])[CH:14]=3)[CH:9]=2)[C:4]=1[C:21]([N:28]1[CH2:33][CH2:32][O:31][CH2:30][CH2:29]1)=[O:23]. Reported procedure: 2-Methoxy-6-(3-methoxyphenyl)-1-naphthoic acid (200 mg, 0.65 mmol, 1 eq) is boiled under reflux with 5 ml of thionyl chloride under a nitrogen atmosphere for 30 min according to method E. The residue is dissolved in dry THF and added to 1 ml of morpholine cooled at 0° C. The reaction mixture is boiled under reflux over night. After the solvent has been removed on a rotary evaporator, purification is effected by column chromatography with dichloromethane/methanol 95/5 as the eluent. Characterizat... Starting materials: CN, Cc1ccccc1, COCCCOc1cc(COC2CN(C(=O)OCc3ccccc3)CCC2c2ccc(OCCCOCc3ccccc3OC)cc2)ccc1C(=O)Cl. Yields the product CNC(=O)c1ccc(COC2CN(C(=O)OCc3ccccc3)CCC2c2ccc(OCCCOCc3ccccc3OC)cc2)cc1OCCCOC. As a reaction SMILES: [CH3:54][NH2:55].[CH3:56][c:57]1[cH:58][cH:59][cH:60][cH:61][cH:62]1.[Cl:1][C:2](=[O:3])[c:4]1[c:5]([O:48][CH2:49][CH2:50][CH2:51][O:52][CH3:53])[cH:6][c:7]([CH2:8][O:9][CH:10]2[CH2:11][N:12]([C:36](=[O:37])[O:38][CH2:39][c:40]3[cH:41][cH:42][cH:43][cH:44][cH:45]3)[CH2:13][CH2:14][CH:15]2[c:16]2[cH:17][cH:18][c:19]([O:22][CH2:23][CH2:24][CH2:25][O:26][CH2:27][c:28]3[c:29]([O:34][CH3:35])[cH:30][cH:31][cH:32][cH:33]3)[cH:20][cH:21]2)[cH:46][cH:47]1>>[C:2](=[O:3])([c:4]1[c:5]([O:48][CH2:49][CH2:50][CH2:51][O:52][CH3:53])[cH:6][c:7]([CH2:8][O:9][CH:10]2[CH2:11][N:12]([C:36](=[O:37])[O:38][CH2:39][c:40]3[cH:41][cH:42][cH:43][cH:44][cH:45]3)[CH2:13][CH2:14][CH:15]2[c:16]2[cH:17][cH:18][c:19]([O:22][CH2:23][CH2:24][CH2:25][O:26][CH2:27][c:28]3[c:29]([O:34][CH3:35])[cH:30][cH:31][cH:32][cH:33]3)[cH:20][cH:21]2)[cH:46][cH:47]1)[NH:55][CH3:54].